This data is from the Open Reaction Database (ORD), a public repository of structured organic reaction records. The task is: describe an organic reaction: reactants, conditions, products, and yield Starting materials: C(C)(C)OC1=C(C=C(C=CC=C2C(NC(O2)=O)=O)C=C1)OC (5-(4-isopropoxy-3-methoxycinnamylidene)-2,4-oxazolidinedione). The reagents and catalysts are [C].[Pd] (palladium-carbon). Run in O1CCCC1 (tetrahydrofuran). Yields the product C(C)(C)OC1=C(C=C(C=C1)CCCC1C(NC(O1)=O)=O)OC (5-[3-(4-isopropoxy-3-methoxyphenyl)propyl]-2,4-oxazolidinedione). Yield: 59.8%. RXN SMILES: [CH:1]([O:4][C:5]1[CH:20]=[CH:19][C:8]([CH:9]=[CH:10][CH:11]=[C:12]2[O:16][C:15](=[O:17])[NH:14][C:13]2=[O:18])=[CH:7][C:6]=1[O:21][CH3:22])([CH3:3])[CH3:2]>[C].[Pd].O1CCCC1>[CH:1]([O:4][C:5]1[CH:20]=[CH:19][C:8]([CH2:9][CH2:10][CH2:11][CH:12]2[O:16][C:15](=[O:17])[NH:14][C:13]2=[O:18])=[CH:7][C:6]=1[O:21][CH3:22])([CH3:3])[CH3:2] |f:1.2|. Procedure: A mixture of 5-(4-isopropoxy-3-methoxycinnamylidene)-2,4-oxazolidinedione (7.1 g), palladium-carbon (5%, 7.1 g) and tetrahydrofuran (THF) (150 ml) was subjected to catalytic hydrogenation under 1 atmospheric pressure at room temperature. The catalyst was filtered off, and the filtrate was concentrated under reduced pressure. The concentrate was subjected to column chromatography on silica gel. From the fraction eluted with chloroform-ethyl acetate (4:1), 5-[3-(4-isopropoxy-3-methoxyphenyl)propyl... Reagents/catalysts: [Cl-].C(C)[N+](CC)(CC)CC (tetraethyl ammonium chloride). Run in CN(C)C=O (DMF). Starting materials: CC(COS(=O)(=O)C1=CC=C(C=C1)OC1=C(C=CC=C1NC(C1=CC(=CC=C1)[N+](=O)[O-])=O)Cl)(C)C (4-[2-chloro-6-(3-nitrobenzoylamino)phenoxy]benzenesulfonic acid 2,2-dimethyl-propyl ester). Reaction SMILES: CC(C)(C)C[O:4][S:5]([C:8]1[CH:13]=[CH:12][C:11]([O:14][C:15]2[C:20]([NH:21][C:22](=[O:32])[C:23]3[CH:28]=[CH:27][CH:26]=[C:25]([N+:29]([O-:31])=[O:30])[CH:24]=3)=[CH:19][CH:18]=[CH:17][C:16]=2[Cl:33])=[CH:10][CH:9]=1)(=[O:7])=[O:6]>[Cl-].C([N+](CC)(CC)CC)C.CN(C=O)C>[Cl:33][C:16]1[CH:17]=[CH:18][CH:19]=[C:20]([NH:21][C:22](=[O:32])[C:23]2[CH:28]=[CH:27][CH:26]=[C:25]([N+:29]([O-:31])=[O:30])[CH:24]=2)[C:15]=1[O:14][C:11]1[CH:10]=[CH:9][C:8]([S:5]([OH:7])(=[O:6])=[O:4])=[CH:13][CH:12]=1 |f:1.2|. Yields the product ClC1=C(OC2=CC=C(C=C2)S(=O)(=O)O)C(=CC=C1)NC(C1=CC(=CC=C1)[N+](=O)[O-])=O (4-[2-chloro-6-(3-nitrobenzoylamino)phenoxy]benzenesulfonic acid). The yield is 49.0%. Procedure: A mixture of 4-[2-chloro-6-(3-nitrobenzoylamino)phenoxy]benzenesulfonic acid 2,2-dimethyl-propyl ester (52 mg, 0.10 mmol) and tetraethyl ammonium chloride (54 mg, 0.5 mmol) in DMF (5 ml) was stirred at reflux temperature for 24 hours. The reaction mixture was evaporated and purified on preparative HPLC (Gilson semi-prep.column prep-NOVA-PaK®HRC18, 6 microM, 60 Å; Flow 15 ml/min Gradient: 5-100% MeCN in water (20 min)) to give 4-[2-chloro-6-(3-nitrobenzoylamino)phenoxy]benzenesulfonic acid (yield... The reactants are [N+](#[C-])C(C)=C1CC[C@H]2[C@@H]3CC=C4CC5(CC[C@]4(C)[C@]3(CC[C@]12C)O)OCCO5 (20-isocyano-3,3-ethylenedioxypregna-5,17(20)-dien-9α-ol), Cl (hydrochloric acid), O (water), C(C)OCC (diethyl ether). Reported procedure: A solution of 20-isocyano-3,3-ethylenedioxypregna-5,17(20)-dien-9α-ol (2.30 g) in a mixture of tetrahydrofuran (60 ml) and aqueous 2N hydrochloric acid (20 ml) was refluxed for 1 hour. The reaction mixture was cooled to room temperature after which water (25 ml) and diethyl ether (100 ml) were added. The mixture was neutralised with IN sodium hydroxide solution. After separating the layers the aqueous phase was extracted twice with diethyl ether (50 ml). The combined organic layers were dried (M... The product is O[C@@]12[C@]3(CCC(C=C3CC[C@H]1[C@@H]1CC[C@H](C(C)=O)[C@]1(CC2)C)=O)C (9α-Hydroxypregn-4-ene-3,20-dione). RXN SMILES: [N+](C(=[C:5]1[C@:22]2([CH3:23])[C@H:8]([C@H:9]3[C@:19]([OH:24])([CH2:20][CH2:21]2)[C@:17]2([CH3:18])[C:12]([CH2:13][C:14]4(OCC[O:25]4)[CH2:15][CH2:16]2)=[CH:11][CH2:10]3)[CH2:7][CH2:6]1)C)#[C-].Cl.O.[CH2:31]([O:33]CC)[CH3:32]>O1CCCC1.[OH-].[Na+]>[OH:24][C@:19]12[CH2:9][CH2:8][C@@:22]3([CH3:23])[C@@H:21]([CH2:7][CH2:6][C@@H:5]3[C:31](=[O:33])[CH3:32])[C@@H:20]1[CH2:10][CH2:11][C:12]1[C@:17]2([CH3:18])[CH2:16][CH2:15][C:14](=[O:25])[CH:13]=1 |f:5.6|. Run in O1CCCC1 (tetrahydrofuran), [OH-].[Na+] (sodium hydroxide). RXN SMILES: [CH3:13][NH2:14].[CH3:15][OH:16].[Cl:1][CH2:2][CH:3]([OH:4])[c:5]1[n:6][cH:7][cH:8][cH:9][n:10]1.[I-:12].[Na+:11]>>[CH2:2]([CH:3]([OH:4])[c:5]1[n:6][cH:7][cH:8][cH:9][n:10]1)[NH:14][CH3:13]. The product is CNCC(O)c1ncccn1. The reactants are CN, CO, OC(CCl)c1ncccn1, [I-], [Na+]. The reactants are O (water), O\N=C(/C(=O)OCC)\C=1N=C(SC1)NC(C1=CC=CC=C1)(C1=CC=CC=C1)C1=CC=CC=C1 (ethyl (Z)-2-hydroxyimino-2-(2-tritylaminothiazol-4-yl)acetate), CI (CH3I), C(=O)([O-])[O-].[K+].[K+] (K2CO3). Solvent: CS(=O)C (dimethylsulfoxide). Run at time 8 hour. Product: CO\N=C(/C(=O)OCC)\C=1N=C(SC1)NC(C1=CC=CC=C1)(C1=CC=CC=C1)C1=CC=CC=C1 (Ethyl (Z)-2-Methoxyimino-2-(2-tritylaminothiazol-4-yl)acetate). Isolated yield 100.2%. As a reaction SMILES: [OH:1]/[N:2]=[C:3](/[C:9]1[N:10]=[C:11]([NH:14][C:15]([C:28]2[CH:33]=[CH:32][CH:31]=[CH:30][CH:29]=2)([C:22]2[CH:27]=[CH:26][CH:25]=[CH:24][CH:23]=2)[C:16]2[CH:21]=[CH:20][CH:19]=[CH:18][CH:17]=2)[S:12][CH:13]=1)\[C:4]([O:6][CH2:7][CH3:8])=[O:5].CI.[C:36]([O-])([O-])=O.[K+].[K+].O>CS(C)=O>[CH3:36][O:1]/[N:2]=[C:3](/[C:9]1[N:10]=[C:11]([NH:14][C:15]([C:28]2[CH:29]=[CH:30][CH:31]=[CH:32][CH:33]=2)([C:22]2[CH:23]=[CH:24][CH:25]=[CH:26][CH:27]=2)[C:16]2[CH:21]=[CH:20][CH:19]=[CH:18][CH:17]=2)[S:12][CH:13]=1)\[C:4]([O:6][CH2:7][CH3:8])=[O:5] |f:2.3.4|. Reported procedure: A mixture of ethyl (Z)-2-hydroxyimino-2-(2-tritylaminothiazol-4-yl)acetate (II) (5.00 g, 10.9 mmoles), CH3I (2.04 mL, 32.8 mmoles) and K2CO3 (4.54 g, 32.8 mmoles) in dry dimethylsulfoxide (DMSO) (100 mL) was stirred at room temperature overnight and then poured into water (250 mL). The precipitate which formed was collected by filtration, washed with water and dried to give the title compound (5.15 g, quantitative yield). Mp. 115° C. (dec.)